This data is from the Open Reaction Database (ORD), a public repository of structured organic reaction records. The task is: describe an organic reaction: reactants, conditions, products, and yield Run at time 1 hour. Solvent: C1(=CC=CC=C1)C (toluene). The reactants are C(#N)C(CCO[Si](C)(C)C(C)(C)C)CCO[Si](C)(C)C(C)(C)C (3-Cyano-1,5-bis(tert-butyldimethylsilyloxy)pentane), [OH-].[Na+] (NaOH), O (Water), CC(C)C[AlH]CC(C)C (DIBALH), O (Water). Isolated yield 73.0%. The product is C(=O)C(CCO[Si](C)(C)C(C)(C)C)CCO[Si](C)(C)C(C)(C)C (3-Formyl-1,5-bis(tert-butyldimethylsilyloxy)pentane). Procedure: Following a published procedure,24 a solution of 3 (3.65 g, 10.2 mmol) in dry toluene (52 mL) at −78° C. under argon was treated with DIBALH (12 mmol, 8.3 mL, 1.5 M solution in toluene), and the reaction was allowed to proceed for 1 h. Water (2.6 mL) was added, and the mixture was allowed to reach room temperature. Aqueous NaOH (2.6 mL, 4.0 M solution) was added, and stirring was continued for 15 min. Water (7.8 mL) was added and the suspension was stirred for a further 15 min. The sample was dr... As a reaction SMILES: [C:1]([CH:3]([CH2:14][CH2:15][O:16][Si:17]([C:20]([CH3:23])([CH3:22])[CH3:21])([CH3:19])[CH3:18])[CH2:4][CH2:5][O:6][Si:7]([C:10]([CH3:13])([CH3:12])[CH3:11])([CH3:9])[CH3:8])#N.CC(C[AlH]CC(C)C)C.[OH2:33].[OH-].[Na+]>C1(C)C=CC=CC=1>[CH:1]([CH:3]([CH2:14][CH2:15][O:16][Si:17]([C:20]([CH3:23])([CH3:22])[CH3:21])([CH3:19])[CH3:18])[CH2:4][CH2:5][O:6][Si:7]([C:10]([CH3:13])([CH3:12])[CH3:11])([CH3:9])[CH3:8])=[O:33] |f:3.4|.